Dataset: the Open Reaction Database (ORD), a public repository of structured organic reaction records. Task: describe an organic reaction: reactants, conditions, products, and yield Reactants: B(Br)(Br)Br (boron tribromide), BrC1=CC=C(CN2C(=NC3=C2C=C(C=C3)OC)CC(C(=O)OCC)(C)C)C=C1 (ethyl 3-(1-(4-bromobenzyl)-6-methoxy-1H-benzo[d]imidazol-2-yl)-2,2-dimethylpropanoate). Solvent: C(Cl)Cl (DCM). Reaction conditions: temperature 5 celsius. The product is BrC1=CC=C(CN2C(=NC3=C2C=C(C=C3)O)CC(C(=O)OCC)(C)C)C=C1 (Ethyl 3-(1-(4-bromobenzyl)-6-hydroxy-1H-benzo[d]imidazol-2-yl)-2,2-dimethylpropanoate). Isolated yield 59.4%. RXN SMILES: B(Br)(Br)Br.[Br:5][C:6]1[CH:32]=[CH:31][C:9]([CH2:10][N:11]2[C:15]3[CH:16]=[C:17]([O:20]C)[CH:18]=[CH:19][C:14]=3[N:13]=[C:12]2[CH2:22][C:23]([CH3:30])([CH3:29])[C:24]([O:26][CH2:27][CH3:28])=[O:25])=[CH:8][CH:7]=1>C(Cl)Cl>[Br:5][C:6]1[CH:7]=[CH:8][C:9]([CH2:10][N:11]2[C:15]3[CH:16]=[C:17]([OH:20])[CH:18]=[CH:19][C:14]=3[N:13]=[C:12]2[CH2:22][C:23]([CH3:29])([CH3:30])[C:24]([O:26][CH2:27][CH3:28])=[O:25])=[CH:31][CH:32]=1. Reported procedure: A solution of boron tribromide (3.1 mL, 1 M in DCM) was added drop-wise to a 100 mL round bottomed flask containing ethyl 3-(1-(4-bromobenzyl)-6-methoxy-1H-benzo[d]imidazol-2-yl)-2,2-dimethylpropanoate (700 mg, 1.6 mmol) and DCM (30 mL) at −78° Celsius. The resulting solution was allowed to warm to 5° Celsius over 3 h and partitioned with sat. NaHCO3 (50 mL). The aqueous layer was extracted with DCM (3×25 mL). The combine organic layers were dried with sodium sulfate, filtered, and concentrated ... Yields the product C=1C=CC(=CC1)C[C@@H](C(=O)N[C@@H](CO)C(=O)N2CCC[C@H]2C(=O)N[C@@H](CC=3C=CC=CC3)C(=O)N[C@@H](CCCNC(=N)N)C(=O)O)NC(=O)CNC(=O)[C@@H]4CCCN4C(=O)[C@@H]5CCCN5C(=O)[C@H](CCCNC(=N)N)N.C(CCCCCCCCCCC)(=O)[O-] (Bradykinin Laurate). Procedure details: Lauric acid (2 g, 10 mmol) was dissolved in 80 mL of methanol in a round bottom flask; 160 mg (0.13 mmol) of bradykinin was dissolved in 10 mL methanol, and 112 mg (1.36 mmol) of piperidine was. The peptide solution was then added to the stearic acid solution and stirred for three to four hours. The solvent was evaporated by rotary evaporation; 150 mL of ether/chloroform (6:4) was added to the residue, and stirred for one hour. The mixture was filtered through a 5 μm teflon filter (Millipore Typ... Reactants: C=1C=CC(=CC1)C[C@@H](C(=O)N[C@@H](CO)C(=O)N2CCC[C@H]2C(=O)N[C@@H](CC=3C=CC=CC3)C(=O)N[C@@H](CCCNC(=N)N)C(=O)O)NC(=O)CNC(=O)[C@@H]4CCCN4C(=O)[C@@H]5CCCN5C(=O)[C@H](CCCNC(=N)N)N (bradykinin), C(CCCCCCCCCCC)(=O)O (Lauric acid), peptide, C(CCCCCCCCCCCCCCCCC)(=O)O (stearic acid), N1CCCCC1 (piperidine). RXN SMILES: [C:1]([OH:14])(=[O:13])[CH2:2][CH2:3][CH2:4][CH2:5][CH2:6][CH2:7][CH2:8][CH2:9][CH2:10][CH2:11][CH3:12].[CH:15]1[CH:16]=[CH:17][C:18]([CH2:21][C@H:22]([NH:61][C:62]([CH2:64][NH:65][C:66]([C@H:68]2[N:72]([C:73]([C@H:75]3[N:79]([C:80]([C@@H:82]([NH2:90])[CH2:83][CH2:84][CH2:85][NH:86][C:87]([NH2:89])=[NH:88])=[O:81])[CH2:78][CH2:77][CH2:76]3)=[O:74])[CH2:71][CH2:70][CH2:69]2)=[O:67])=[O:63])[C:23]([NH:25][C@H:26]([C:29]([N:31]2[C@H:35]([C:36]([NH:38][C@H:39]([C:47]([NH:49][C@H:50]([C:58]([OH:60])=[O:59])[CH2:51][CH2:52][CH2:53][NH:54][C:55]([NH2:57])=[NH:56])=[O:48])[CH2:40][C:41]3[CH:42]=[CH:43][CH:44]=[CH:45][CH:46]=3)=[O:37])[CH2:34][CH2:33][CH2:32]2)=[O:30])[CH2:27][OH:28])=[O:24])=[CH:19][CH:20]=1.N1CCCCC1.C(O)(=O)CCCCCCCCCCCCCCCCC>CO>[CH:15]1[CH:20]=[CH:19][C:18]([CH2:21][C@H:22]([NH:61][C:62]([CH2:64][NH:65][C:66]([C@H:68]2[N:72]([C:73]([C@H:75]3[N:79]([C:80]([C@@H:82]([NH2:90])[CH2:83][CH2:84][CH2:85][NH:86][C:87]([NH2:89])=[NH:88])=[O:81])[CH2:78][CH2:77][CH2:76]3)=[O:74])[CH2:71][CH2:70][CH2:69]2)=[O:67])=[O:63])[C:23]([NH:25][C@H:26]([C:29]([N:31]2[C@H:35]([C:36]([NH:38][C@H:39]([C:47]([NH:49][C@H:50]([C:58]([OH:60])=[O:59])[CH2:51][CH2:52][CH2:53][NH:54][C:55]([NH2:57])=[NH:56])=[O:48])[CH2:40][C:41]3[CH:46]=[CH:45][CH:44]=[CH:43][CH:42]=3)=[O:37])[CH2:34][CH2:33][CH2:32]2)=[O:30])[CH2:27][OH:28])=[O:24])=[CH:17][CH:16]=1.[C:1]([O-:14])(=[O:13])[CH2:2][CH2:3][CH2:4][CH2:5][CH2:6][CH2:7][CH2:8][CH2:9][CH2:10][CH2:11][CH3:12] |f:5.6|. Run in CO (methanol), CO (methanol). Starting materials: Cl.NO (hydroxylamine hydrochloride), C(C1=CC=CC=C1)N1C2CC(CC1CC2)=O (8-benzyl-8-azabicyclo[3.2.1]octan-3-one), [OH-].[Na+] (NaOH). The solvent is O (water), C(C)O (ethanol). Yields the product C(C1=CC=CC=C1)N1C2CC(CC1CC2)=NO (8-Benzyl-8-azabicyclo[3.2.1]octan-3-one oxime). Isolated yield 82.4%. RXN SMILES: [CH2:1]([N:8]1[CH:13]2[CH2:14][CH2:15][CH:9]1[CH2:10][C:11](=O)[CH2:12]2)[C:2]1[CH:7]=[CH:6][CH:5]=[CH:4][CH:3]=1.Cl.[NH2:18][OH:19].[OH-].[Na+]>C(O)C.O>[CH2:1]([N:8]1[CH:13]2[CH2:14][CH2:15][CH:9]1[CH2:10][C:11](=[N:18][OH:19])[CH2:12]2)[C:2]1[CH:7]=[CH:6][CH:5]=[CH:4][CH:3]=1 |f:1.2,3.4|. Reported procedure: 4.85 g (22.56 mmol) of 8-benzyl-8-azabicyclo[3.2.1]octan-3-one was dissolved in 60 ml of ethanol. 3.13 g (45 mmol) hydroxylamine hydrochloride was then added followed by 1.8 g (45 mmol) of NaOH in 15 ml of water. The mixture was refluxed for 20 hrs and was cooled to ambient temperature. The solvent was removed in vaccuo. The residue was diluted with ethyl acetate and washed with water and the organic layer was dried over sodium sulfate. The solvent was removed to give 4.28 g of product as a ligh... Reactants: C(C)N1C2=CC=CC=C2C=2C=CC=C(C12)C(=O)OC (methyl 9-ethyl-9H-carbazole-1-carboxylate), [H-].[H-].[H-].[H-].[Li+].[Al+3] (LiAlH4). Solvent: C1CCOC1 (THF). Reaction conditions: time 30 minute. Product: C(C)N1C2=CC=CC=C2C=2C=CC=C(C12)CO ((9-ethyl-9H-carbazol-1-yl)methanol). Reaction SMILES: [CH2:1]([N:3]1[C:15]2[C:14]([C:16](OC)=[O:17])=[CH:13][CH:12]=[CH:11][C:10]=2[C:9]2[C:4]1=[CH:5][CH:6]=[CH:7][CH:8]=2)[CH3:2].[H-].[H-].[H-].[H-].[Li+].[Al+3]>C1COCC1>[CH2:1]([N:3]1[C:15]2[C:14]([CH2:16][OH:17])=[CH:13][CH:12]=[CH:11][C:10]=2[C:9]2[C:4]1=[CH:5][CH:6]=[CH:7][CH:8]=2)[CH3:2] |f:1.2.3.4.5.6|. Procedure: A 50-mL round-bottom flask was placed a solution of methyl 9-ethyl-9H-carbazole-1-carboxylate (1.3 g, 5.14 mmol, 1.00 equiv) in THF (50 mL). To the mixture was added LiAlH4 (840 mg, 22.11 mmol, 4.00 equiv) in several batches at 0° C. and allowed to stir at this temperature 30 minutes. Then, the reaction was quenched with aqueous NaOH (2M, 12 mL). The mixture was then extracted with ethyl acetate (3×50 mL). Combined organic layers were dried over anhydrous sodium sulfate, filtered off and concent... Starting materials: [Li]CCCC, CI, CC(C)NC(C)C, CCOC(=O)C1CCC2(CC1)OCCO2, C1CCOC1, O. Product: CCOC(=O)C1(C)CCC2(CC1)OCCO2. Reaction SMILES: [CH2:8]([Li:9])[CH2:10][CH2:11][CH3:12].[CH3:28][I:29].[CH:1]([NH:2][CH:3]([CH3:4])[CH3:5])([CH3:6])[CH3:7].[O:13]1[CH2:14][CH2:15][O:16][C:17]12[CH2:18][CH2:19][CH:20]([C:23](=[O:24])[O:25][CH2:26][CH3:27])[CH2:21][CH2:22]2.[O:30]1[CH2:31][CH2:32][CH2:33][CH2:34]1.[OH2:35]>>[CH3:1][C:20]1([C:23](=[O:24])[O:25][CH2:26][CH3:27])[CH2:19][CH2:18][C:17]2([O:13][CH2:14][CH2:15][O:16]2)[CH2:22][CH2:21]1. Reactants: P(=O)(O)(O)C1(C=C2C=CC[NH+](C2=C1)C)P(=O)(O)O (Dihydro-6,6-diphosphono-1-methyl-1-pyrindinium), [Na] (monosodium). Yields the product CN1CCCC2CC(CC12)(P(O)(=O)O)P(O)(=O)O (octahydro-1-methyl-1-pyrindine-6,6-diphosphonic acid). RXN SMILES: [P:1]([C:5]1([P:15]([OH:18])([OH:17])=[O:16])[CH:13]=[C:12]2[C:7]([CH:8]=[CH:9][CH2:10][NH+:11]2[CH3:14])=[CH:6]1)([OH:4])([OH:3])=[O:2].[Na]>>[CH3:14][N:11]1[CH:12]2[CH:7]([CH2:6][C:5]([P:15]([OH:17])(=[O:16])[OH:18])([P:1]([OH:3])(=[O:2])[OH:4])[CH2:13]2)[CH2:8][CH2:9][CH2:10]1 |^1:18|. Procedure details: Dihydro-6,6-diphosphono-1-methyl-1-pyrindinium inner salt, monosodium salt [prepared as described in Example 4 hereinbefore] is hydrogenated using essentially the same procedure as described in Example 1 (part B) hereinbefore to provide octahydro-1-methyl-1-pyrindine-6,6-diphosphonic acid. As a reaction SMILES: [Br:1][c:2]1[c:3]([F:9])[cH:4][cH:5][c:6]([F:8])[cH:7]1.[C:21]([CH3:22])([CH3:23])([CH3:24])[Si:25]([O:26][CH2:27][CH2:28][CH2:29][CH2:30][CH2:31][CH2:32][CH:33]=[O:34])([c:35]1[cH:36][cH:37][cH:38][cH:39][cH:40]1)[c:41]1[cH:42][cH:43][cH:44][cH:45][cH:46]1.[CH2:16]([Li:17])[CH2:18][CH2:19][CH3:20].[CH3:10][CH2:11][CH2:12][CH2:13][CH2:14][CH3:15].[CH3:47][CH2:48][O:49][C:50](=[O:51])[CH3:52].[CH3:53][CH2:54][O:55][CH2:56][CH3:57].[O:58]1[CH2:59][CH2:60][CH2:61][CH2:62]1>>[c:2]1([CH:33]([CH2:32][CH2:31][CH2:30][CH2:29][CH2:28][CH2:27][O:26][Si:25]([C:21]([CH3:22])([CH3:23])[CH3:24])([c:35]2[cH:36][cH:37][cH:38][cH:39][cH:40]2)[c:41]2[cH:42][cH:43][cH:44][cH:45][cH:46]2)[OH:34])[c:3]([F:9])[cH:4][cH:5][c:6]([F:8])[cH:7]1. Yields the product CC(C)(C)[Si](OCCCCCCC(O)c1cc(F)ccc1F)(c1ccccc1)c1ccccc1. The reactants are Fc1ccc(F)c(Br)c1, CC(C)(C)[Si](OCCCCCCC=O)(c1ccccc1)c1ccccc1, [Li]CCCC, CCCCCC, CCOC(C)=O, CCOCC, C1CCOC1. RXN SMILES: [Cl:1][C:2]1[CH:3]=[CH:4][C:5]([S:13](=[O:18])(=[O:17])[N:14]([CH3:16])[CH3:15])=[C:6]([CH:12]=1)[CH2:7][NH:8]C(=O)C.Cl>C(O)C>[ClH:1].[NH2:8][CH2:7][C:6]1[CH:12]=[C:2]([Cl:1])[CH:3]=[CH:4][C:5]=1[S:13]([N:14]([CH3:16])[CH3:15])(=[O:17])=[O:18] |f:3.4|. Reported procedure: (Step 2) To a solution of N-[5-chloro-2-(dimethylsulfamoyl)benzyl]acetamide obtained in Step 1 (1.77% g) in ethanol (20 ml) was added 6N hydrochloric acid (20 ml) at room temperature. The mixture was stirred with heating under reflux for 3 hr, and then stirred overnight at 80° C. The solvent was evaporated under reduced pressure. The residue was collected by filtration, and washed with diethyl ether to give 2-(aminomethyl)-4-chloro-N,N-dimethylbenzenesulfonamide hydrochloride (1.61 g) as a white... The product is Cl.NCC1=C(C=CC(=C1)Cl)S(=O)(=O)N(C)C (2-(aminomethyl)-4-chloro-N,N-dimethylbenzenesulfonamide hydrochloride). The solvent is C(C)O (ethanol). The reactants are ClC=1C=CC(=C(CNC(C)=O)C1)S(N(C)C)(=O)=O (N-[5-chloro-2-(dimethylsulfamoyl)benzyl]acetamide), Cl (hydrochloric acid). The reactants are OC1=C2C(C(NC2=C(C=C1)C)=O)(C)C (2,3-dihydro-4-hydroxy-3,3,7-trimethyl-1H-indol-2-one), C(C=C)I (allyl iodide), C([O-])([O-])=O.[K+].[K+] (potassium carbonate). The solvent is CN(C=O)C (N,N-dimethylformamide). Conditions: temperature 70 celsius, time 2 hour. The product is C(C=C)OC1=C2C(C(NC2=C(C=C1)C)=O)(C)C (4-Allyloxy-2,3-dihydro-3,3,7-trimethyl-1H-indol-2-one). As a reaction SMILES: [OH:1][C:2]1[CH:10]=[CH:9][C:8]([CH3:11])=[C:7]2[C:3]=1[C:4]([CH3:14])([CH3:13])[C:5](=[O:12])[NH:6]2.[CH2:15](I)[CH:16]=[CH2:17].C(=O)([O-])[O-].[K+].[K+]>CN(C)C=O>[CH2:17]([O:1][C:2]1[CH:10]=[CH:9][C:8]([CH3:11])=[C:7]2[C:3]=1[C:4]([CH3:14])([CH3:13])[C:5](=[O:12])[NH:6]2)[CH:16]=[CH2:15] |f:2.3.4|. Procedure: 8.21 g (42.99 mmol) of 2,3-dihydro-4-hydroxy-3,3,7-trimethyl-1H-indol-2-one and 7.95 g (47.3 mmol) of allyl iodide were dissolved in 65 ml of N,N-dimethylformamide. After the addition of 12.0 g (87 mmol) of potassium carbonate, the mixture was stirred for 2 hours over a water bath at 70° C. After the reaction, the solvent was removed by evaporation under reduced pressure. Chloroform was added to the residue, and the mixture was washed with water, 2N sodium hydroxide aqueous solution, and saturat...